Dataset: the Open Reaction Database (ORD), a public repository of structured organic reaction records. Task: describe an organic reaction: reactants, conditions, products, and yield Reactants: C(CC)N(C1CC2=CC(=C(C=C2C1)C(=O)[O-])C(=O)[O-])CCC (2-(dipropylamino)-2,3-dihydro-1H-indene-5,6-dicarboxylate), COC(C1=CC=C(C=C1)CN)=O (4-(aminomethyl)benzoic acid methyl ester), Cl (HCl). The product is C(CC)N(C1CC=2C(=CC=3C(N(C(C3C2)=O)CC2=CC=C(C(=O)OC)C=C2)=O)C1)CCC (Methyl 4-[[6-(dipropylamino)-3,5,6,7-tetrahydro-1,3-dioxocyclopent[f]isoindol-2(1H)-yl]methyl]benzoate). As a reaction SMILES: [CH2:1]([N:4]([CH2:20][CH2:21][CH3:22])[CH:5]1[CH2:13][C:12]2[C:7](=[CH:8][C:9]([C:17]([O-])=[O:18])=[C:10]([C:14]([O-])=[O:15])[CH:11]=2)[CH2:6]1)[CH2:2][CH3:3].[CH3:23][O:24][C:25](=[O:34])[C:26]1[CH:31]=[CH:30][C:29]([CH2:32][NH2:33])=[CH:28][CH:27]=1.Cl>>[CH2:20]([N:4]([CH2:1][CH2:2][CH3:3])[CH:5]1[CH2:6][C:7]2=[CH:8][C:9]3[C:17](=[O:18])[N:33]([CH2:32][C:29]4[CH:30]=[CH:31][C:26]([C:25]([O:24][CH3:23])=[O:34])=[CH:27][CH:28]=4)[C:14](=[O:15])[C:10]=3[CH:11]=[C:12]2[CH2:13]1)[CH2:21][CH3:22]. Procedure details: Using procedure 49, 2-(dipropylamino)-2,3-dihydro-1H-indene-5,6-dicarboxylate (92, 0.35 g, 1.0 mmol) was treated with 4-(aminomethyl)benzoic acid methyl ester (0.28 g, 1.4 mmol). Purification using silica gel, eluting with 4:1 CH2Cl2 /acetone, afforded an oil that was converted to an HCl salt and recrystallized from hot MeOH/EtOAc to give 110 as a white solid (m.p. 244-246° C.).